From a dataset of the Open Reaction Database (ORD), a public repository of structured organic reaction records. describe an organic reaction: reactants, conditions, products, and yield Reactants: solution, COC(CCCCCCCC(=O)O)=O (azelaic acid monomethyl ester), C([O-])([O-])=O.[K+].[K+] (potassium carbonate), O (water). Solvent: O1CCCC1 (tetrahydrofuran), C(C)OCC (diethyl ether). The product is C(=O)(OC)CCCCCCCCO (8-carbomethoxyoctan-1-ol). As a reaction SMILES: [CH3:1][O:2][C:3](=[O:14])[CH2:4][CH2:5][CH2:6][CH2:7][CH2:8][CH2:9][CH2:10][C:11](O)=[O:12].O.C(=O)([O-])[O-].[K+].[K+]>O1CCCC1.C(OCC)C>[C:3]([CH2:4][CH2:5][CH2:6][CH2:7][CH2:8][CH2:9][CH2:10][CH2:11][OH:12])([O:2][CH3:1])=[O:14] |f:2.3.4|. Procedure details: To a solution of 165 mL (165 mmol) of a 1.0M solution of boranetetrahydrofuran complex in tetrahydrofuran in 200 mL of dry diethyl ether at 0° C. is added dropwise 25.0 g (123 mmol) of azelaic acid monomethyl ester, added at such a rate as to prevent excessive release of gas and exothermicity. The solution is allowed to warm to room temperature overnight and is worked up by slowly adding water until gas evolution ceases. Then solid potassium carbonate is added and the organic layer is separated....